Dataset: the Open Reaction Database (ORD), a public repository of structured organic reaction records. Task: describe an organic reaction: reactants, conditions, products, and yield Reactants: CN(C)C=O, CCOC(C)=O, CS(=O)(=O)OC1CN(C(c2ccccc2)c2ccccc2)C1, [Na+], [Na+], N#C[Na], O=C([O-])[O-], O. The product is N#CC1CN(C(c2ccccc2)c2ccccc2)C1. As a reaction SMILES: [CH3:33][N:34]([CH3:35])[CH:36]=[O:37].[CH3:38][CH2:39][O:40][C:41](=[O:42])[CH3:43].[CH:1]([c:2]1[cH:3][cH:4][cH:5][cH:6][cH:7]1)([c:8]1[cH:9][cH:10][cH:11][cH:12][cH:13]1)[N:14]1[CH2:15][CH:16]([O:18][S:19]([CH3:20])(=[O:21])=[O:22])[CH2:17]1.[Na+:27].[Na+:28].[Na:24][C:25]#[N:26].[O-:29][C:30](=[O:31])[O-:32].[OH2:23]>>[CH:1]([c:2]1[cH:3][cH:4][cH:5][cH:6][cH:7]1)([c:8]1[cH:9][cH:10][cH:11][cH:12][cH:13]1)[N:14]1[CH2:15][CH:16]([C:25]#[N:26])[CH2:17]1. Starting materials: N1C=CC=2C(=CC=CC12)C(=O)OC (methyl indole-4-carboxylate), COC1=CC=C(C=C[N+](=O)[O-])C=C1 (p-methoxy nitrostyrene), nitro alkane. Yields the product COC1=CC=C(C=C1)C1CNC(C=2C=3C1=CNC3C=CC2)=O ((rac)-3-(4-Methoxyphenyl)-3,4,5,6-tetrahydro-1H-azepino[5,4,3-cd]indol-6-one). RXN SMILES: [NH:1]1[C:9]2[CH:8]=[CH:7][CH:6]=[C:5]([C:10]([O:12]C)=O)[C:4]=2[CH:3]=[CH:2]1.[CH3:14][O:15][C:16]1[CH:26]=[CH:25][C:19]([CH:20]=[CH:21][N+:22]([O-])=O)=[CH:18][CH:17]=1>>[CH3:14][O:15][C:16]1[CH:26]=[CH:25][C:19]([CH:20]2[C:3]3=[CH:2][NH:1][C:9]4[CH:8]=[CH:7][CH:6]=[C:5]([C:4]=43)[C:10](=[O:12])[NH:22][CH2:21]2)=[CH:18][CH:17]=1. Procedure details: In a manner similar to that described for the preparation of Example Q, methyl indole-4-carboxylate and p-methoxy nitrostyrene were condensed and the resulting nitro alkane was reduced/cyclized to give, after recrystallization (CH2Cl2/MeOH/hexanes), (rac)-3-(4-methoxyphenyl)-3,4,5,6-tetrahydro-1H-axepino[5,4,3-cd]indol-6-one, 16.9 mh (50%) as a white solid: m.p. 221-223° C.; 1H NMR (300 MHz, d4—MeOH) δ 3.57 (br m, 5H), 5.15 (br s, 1H) 6.62 (m, 2H), 6.86 (m, 2H), 7.08 (app t, J=7.8 Hz, 1H), 7.11 ... The reactants are C=CC=C (butadiene), C(C=C)#N (acrylonitrile), C(C=C)(=O)O (acrylic acid). Run at time 18 minute. Product: CC1=CC[C@@H](CC1)C(=C)C (d-limonene). Reaction SMILES: [CH2:1]=[CH:2][CH:3]=[CH2:4].[C:5](#N)[CH:6]=[CH2:7].[C:9](O)(=O)[CH:10]=[CH2:11]>>[CH3:7][C:6]1[CH2:5][CH2:4][C@@H:3]([C:10]([CH3:11])=[CH2:9])[CH2:2][CH:1]=1. Reported procedure: Photopolymer plates based on a terpolymer of butadiene, acrylonitrile, and acrylic acid were processed as in Example 1 with this solvent. Wash time for this type plate in this solution was 18 minutes. Again the plate quality was superior to that obtained with perchloroethylene under the same conditions. No phasing of this solution was observed. Reactants: CC(=O)C.OS(=O)(=O)O.O=[Cr](=O)=O (Jones reagent), C(C)(=O)OC(CCCC=O)C1=CC(=CC=C1)\C=C\C=C\C(CCCCCCCC)OC(C)=O ((5RS)-5-acetoxy-5-{3-[(1E,3E)-(5RS)-5-acetoxy-1,3-tridecadienyl]-phenyl}-pentanal), C(C)(C)O (isopropanol). The solvent is CC(=O)C (acetone), CCOCC (ether). Conditions: temperature -30 celsius. Product: C(C)(=O)OC(CCCC(=O)O)C1=CC(=CC=C1)\C=C\C=C\C(CCCCCCCC)OC(C)=O ((5RS)-5-acetoxy-5-{3-[(1E,3E)-(5RS)-5-acetoxy1,3-tridecadienyl]-phenyl}-pentanoic acid). Reaction SMILES: CC(C)=[O:3].OS(O)(=O)=O.O=[Cr](=O)=O.[C:14]([O:17][CH:18]([C:24]1[CH:29]=[CH:28][CH:27]=[C:26](/[CH:30]=[CH:31]/[CH:32]=[CH:33]/[CH:34]([O:43][C:44](=[O:46])[CH3:45])[CH2:35][CH2:36][CH2:37][CH2:38][CH2:39][CH2:40][CH2:41][CH3:42])[CH:25]=1)[CH2:19][CH2:20][CH2:21][CH:22]=[O:23])(=[O:16])[CH3:15].C(O)(C)C>CC(C)=O.CCOCC>[C:14]([O:17][CH:18]([C:24]1[CH:29]=[CH:28][CH:27]=[C:26](/[CH:30]=[CH:31]/[CH:32]=[CH:33]/[CH:34]([O:43][C:44](=[O:46])[CH3:45])[CH2:35][CH2:36][CH2:37][CH2:38][CH2:39][CH2:40][CH2:41][CH3:42])[CH:25]=1)[CH2:19][CH2:20][CH2:21][C:22]([OH:3])=[O:23])(=[O:16])[CH3:15] |f:0.1.2|. Procedure: 0.3 ml of Jones reagent (J. Chem. Soc. 1953., 2555) is instilled in a solution of 150 mg of the above-produced aldehyde in 11 ml of acetone with stirring at -30° C. and stirred for one hour at -30° C. Then, 0.23 ml of isopropanol is added, stirred for 15 minutes, diluted with ether, filtered, washed neutral with brine, dried on magnesium sulfate and concentrated by evaporation in a vacuum. The residue is chromatographed on silica gel. With hexane/0-50% ethyl acetate, 52 mg of (5RS)-5-acetoxy-5-{... The reactants are [OH-].[Na+] (sodium hydroxide), BrC=1C=C(COC2=CC=C(CN3OC(NC3=O)=O)C=C2)C=CC1 (2-{4-[(3-bromobenzyl)oxy]benzyl}-1,2,4-oxadiazolidine-3,5-dione), FC1=C(C(=CC(=C1)OC)F)B(O)O (2,6-difluoro-4-methoxyphenyl boronic acid), tetrakistriphenylphosphine palladium, [Cl-].[Li+] (lithium chloride), FC1=C(C(=CC(=C1)OC)F)B(O)O (2,6-difluoro-4-methoxyphenyl boronic acid), Cl (hydrochloric acid), FC1=C(C(=CC(=C1)OC)F)B(O)O (2,6-difluoro-4-methoxyphenyl boronic acid), C([O-])([O-])=O.[Na+].[Na+] (sodium carbonate), FC1=C(C(=CC(=C1)OC)F)B(O)O (2,6-Difluoro-4-methoxyphenyl boronic acid). Run in C1CCOC1 (THF), C(C)O (ethanol), C(C)O (ethanol), COCCOC (1,2-dimethoxyethane). Reaction conditions: temperature 90 celsius, time 13 hour. Yields the product FC1=C(C(=CC(=C1)OC)F)C1=CC(=CC=C1)COC1=CC=C(CN2OC([N-]C2=O)=O)C=C1.[Na+] (sodium 2-{4-[(2′,6′-difluoro-4′-methoxybiphenyl-3-yl)methoxy]benzyl}-3,5-dioxo-1,2,4-oxadiazolidin-4-ide). Isolated yield 59.7%. RXN SMILES: Br[C:2]1[CH:3]=[C:4]([CH:21]=[CH:22][CH:23]=1)[CH2:5][O:6][C:7]1[CH:20]=[CH:19][C:10]([CH2:11][N:12]2[C:16](=[O:17])[NH:15][C:14](=[O:18])[O:13]2)=[CH:9][CH:8]=1.[F:24][C:25]1[CH:30]=[C:29]([O:31][CH3:32])[CH:28]=[C:27]([F:33])[C:26]=1B(O)O.[Cl-].[Li+].C(=O)([O-])[O-].[Na+:43].[Na+].Cl.[OH-].[Na+]>C1COCC1.C(O)C.COCCOC>[F:24][C:25]1[CH:30]=[C:29]([O:31][CH3:32])[CH:28]=[C:27]([F:33])[C:26]=1[C:2]1[CH:23]=[CH:22][CH:21]=[C:4]([CH2:5][O:6][C:7]2[CH:20]=[CH:19][C:10]([CH2:11][N:12]3[C:16](=[O:17])[N-:15][C:14](=[O:18])[O:13]3)=[CH:9][CH:8]=2)[CH:3]=1.[Na+:43] |f:2.3,4.5.6,8.9,13.14|. Procedure details: A mixture of 2-{4-[(3-bromobenzyl)oxy]benzyl}-1,2,4-oxadiazolidine-3,5-dione (500 mg), 2,6-difluoro-4-methoxyphenyl boronic acid (325 mg), tetrakistriphenylphosphine palladium (80 mg), lithium chloride (6 mg), a sodium carbonate aqueous solution (562 mg/5 ml), ethanol (5 ml) and 1,2-dimethoxyethane (25 ml) was stirred at 90° C. for 5 hours in an atmosphere of nitrogen. 2,6-Difluoro-4-methoxyphenyl boronic acid (325 mg) was further added thereto, followed by stirring at 90° C. for 13 hours. Furth... The reactants are COC(=O)C=1C(=NC(=C(C1C1=CC=C(C=C1)F)CCOC)C(C)C)C(C)C (Methyl-2,6-diisopropyl-4-(4fluorophenyl)-5-(2-methoxyethyl)-3-pyridinecarboxylate), [H-].[H-].[H-].[H-].[Li+].[Al+3] (LAH), C1CCOC1 (THF). Yields the product C(C)(C)C1=NC(=C(C(=C1CO)C1=CC=C(C=C1)F)C(C)OC)C(C)C ((±)-2,6-Diisopropyl-3-hydroxymethyl-4-(4-fluorophenyl)-5-(1-methoxyethyl)pyridine). The yield is 85.0%. RXN SMILES: CO[C:3]([C:5]1[C:6]([CH:25]([CH3:27])[CH3:26])=[N:7][C:8]([CH:22]([CH3:24])[CH3:23])=[C:9](CCOC)[C:10]=1[C:11]1[CH:16]=[CH:15][C:14]([F:17])=[CH:13][CH:12]=1)=[O:4].[H-].[H-].[H-].[H-].[Li+].[Al+3].C1[CH2:38][O:37][CH2:36][CH2:35]1>>[CH:25]([C:6]1[C:5]([CH2:3][OH:4])=[C:10]([C:11]2[CH:12]=[CH:13][C:14]([F:17])=[CH:15][CH:16]=2)[C:9]([CH:36]([O:37][CH3:38])[CH3:35])=[C:8]([CH:22]([CH3:23])[CH3:24])[N:7]=1)([CH3:27])[CH3:26] |f:1.2.3.4.5.6|. Reported procedure: The intermediate obtained in Step A (359 mg, 0.961 mmol) was dissolved in 40 mL of dry THF, for a dropwise addition of a solution of LAH (1M/THF, 1.92 mL, 2 eq.). The reaction mixture was stirred at reflux for 24 hours then cooled to room temperature and quenched with water (80 μL), 20% NaOH (80 μL), and water (160 μL). After filtration, the solvent was evaporated to afford a residue which was filtered through to a pad of silica (10% ethyl acetate/hexane) to afford the title compound as a white ... Starting materials: BrCCCCN1C(C=2C(C1=O)=CC=CC2)=O (N-(4-bromobutyl)-phthalimide), C1(=CC=CC=C1)C=1NC=CN1 (2-phenyl-imidazole), [H-].[Na+] (sodium hydride). Solvent: CN(C=O)C (dimethylformamide), CN(C=O)C (dimethylformamide), CN(C=O)C (dimethylformamide). Conditions: time 48 hour. The product is C1(=CC=CC=C1)C=1N(C=CN1)CCCCN (4-(2-phenyl-1H-imidazol-1-yl)-butylamine). The yield is 17.2%. As a reaction SMILES: [C:1]1([C:7]2[NH:8][CH:9]=[CH:10][N:11]=2)[CH:6]=[CH:5][CH:4]=[CH:3][CH:2]=1.[H-].[Na+].Br[CH2:15][CH2:16][CH2:17][CH2:18][N:19]1C(=O)C2=CC=CC=C2C1=O>CN(C)C=O>[C:1]1([C:7]2[N:11]([CH2:15][CH2:16][CH2:17][CH2:18][NH2:19])[CH:10]=[CH:9][N:8]=2)[CH:2]=[CH:3][CH:4]=[CH:5][CH:6]=1 |f:1.2|. Procedure details: 4.32 g of 2-phenyl-imidazole in solution in 25 ml of dimethylformamide were added over 75 minutes at ambient temperature to 1.73 g of sodium hydride in 5 ml of dimethylformamide and then, 10.97 g of N-(4-bromobutyl)-phthalimide in 33 ml of dimethylformamide were added. The mixture was stirred for 48 hours at ambient temperature and extraction was carried out with ethyl acetate, followed by drying. The solvent has evaporated and the residue was chromatographed on silica (eluant: ethyl acetate-met... Reactants: CC(NC(=O)Cc1cc(F)cc(F)c1)C(=O)O, CC1NC(=O)C(N)c2ccccc21. Yields the product CC(NC(=O)Cc1cc(F)cc(F)c1)C(=O)NC1C(=O)NC(C)c2ccccc21. Reaction SMILES: [F:1][c:2]1[cH:3][c:4]([CH2:9][C:10](=[O:11])[NH:12][CH:13]([CH3:14])[C:15](=[O:16])[OH:17])[cH:5][c:6]([F:8])[cH:7]1.[NH2:18][CH:19]1[C:20](=[O:30])[NH:21][CH:22]([CH3:29])[c:23]2[cH:24][cH:25][cH:26][cH:27][c:28]21>>[F:1][c:2]1[cH:3][c:4]([CH2:9][C:10](=[O:11])[NH:12][CH:13]([CH3:14])[C:15](=[O:17])[NH:18][CH:19]2[C:20](=[O:30])[NH:21][CH:22]([CH3:29])[c:23]3[cH:24][cH:25][cH:26][cH:27][c:28]32)[cH:5][c:6]([F:8])[cH:7]1. The reactants are BrB(Br)Br, COc1ccc2c(c1)N(CCN1CCC(NCc3ccc4c(n3)NC(=O)CO4)CC1)C(=O)CO2, ClCCl. Yields the product O=C1COc2ccc(CNC3CCN(CCN4C(=O)COc5ccc(O)cc54)CC3)nc2N1. As a reaction SMILES: [B:35]([Br:36])([Br:37])[Br:38].[CH3:1][O:2][c:3]1[cH:4][cH:5][c:6]2[c:7]([cH:34]1)[N:8]([CH2:13][CH2:14][N:15]1[CH2:16][CH2:17][CH:18]([NH:21][CH2:22][c:23]3[cH:24][cH:25][c:26]4[c:31]([n:32]3)[NH:30][C:29](=[O:33])[CH2:28][O:27]4)[CH2:19][CH2:20]1)[C:9](=[O:12])[CH2:10][O:11]2.[Cl:39][CH2:40][Cl:41]>>[OH:2][c:3]1[cH:4][cH:5][c:6]2[c:7]([cH:34]1)[N:8]([CH2:13][CH2:14][N:15]1[CH2:16][CH2:17][CH:18]([NH:21][CH2:22][c:23]3[cH:24][cH:25][c:26]4[c:31]([n:32]3)[NH:30][C:29](=[O:33])[CH2:28][O:27]4)[CH2:19][CH2:20]1)[C:9](=[O:12])[CH2:10][O:11]2. The reactants are C(CC)N (1-propylamine), OC1=CC=C(OCC(=O)OC)C=C1 (methyl 4-hydroxyphenoxyacetate). Run in CO (methanol). Run at time 72 hour. Yields the product C(CC)NC(COC1=CC=C(C=C1)O)=O (N-(1-propyl)-4-hydroxyphenoxyacetamide). RXN SMILES: [CH2:1]([NH2:4])[CH2:2][CH3:3].[OH:5][C:6]1[CH:17]=[CH:16][C:9]([O:10][CH2:11][C:12](OC)=[O:13])=[CH:8][CH:7]=1>CO>[CH2:1]([NH:4][C:12](=[O:13])[CH2:11][O:10][C:9]1[CH:16]=[CH:17][C:6]([OH:5])=[CH:7][CH:8]=1)[CH2:2][CH3:3]. Reported procedure: A solution of 1-propylamine (4.1 ml) and methyl 4-hydroxyphenoxyacetate (3.64 g) in methanol (50 ml) was left to stand for 72 hours at ambient temperature. The solvent was evaporated in vacuo and the residue taken up in ethyl acetate. The solution was washed sequentially with 1M HCl (2×25 ml) and brine (30 ml), then dried (MGSO4) and the solvent evaporated to give N-(1-propyl)-4-hydroxyphenoxyacetamide as a red oil, NMR: 0.95 (t, 3H, CH3), 1.55 (m, 2H, CH2), 3.3 (q, 2H, CH2N), 4.4 (s, 2H, CH2O),...